The task is: describe an organic reaction: reactants, conditions, products, and yield. This data is from the Open Reaction Database (ORD), a public repository of structured organic reaction records. Reactants: C[N+](C)(C)Cc1ccccc1, [Cl-], N#C[Na], BrCCC1OCCO1, O. Yields the product N#CCCC1OCCO1. Reaction SMILES: [CH2:13]([N+:14]([CH3:15])([CH3:16])[CH3:17])[c:18]1[cH:19][cH:20][cH:21][cH:22][cH:23]1.[Cl-:12].[Na:1][C:2]#[N:3].[O:4]1[CH:5]([CH2:9][CH2:10][Br:11])[O:6][CH2:7][CH2:8]1.[OH2:24]>>[C:2](#[N:3])[CH2:10][CH2:9][CH:5]1[O:4][CH2:8][CH2:7][O:6]1.